This data is from the Open Reaction Database (ORD), a public repository of structured organic reaction records. The task is: describe an organic reaction: reactants, conditions, products, and yield Conditions: temperature 0 celsius, time 2 hour. The reactants are C(C)(=O)O (acetic acid), C(C1=CC=CC=C1)(=O)O[C@@H]1CN(CC1)C(=O)OC(C)(C)C ((S)-3-benzoyloxy-1-t-butoxycarbonylpyrrolidine), C[O-].[Na+] (sodium methoxide). Procedure details: To a solution of (S)-3-benzoyloxy-1-t-butoxycarbonylpyrrolidine (21 g) in methanol (210 ml) was added 28% sodium methoxide in methanol solution (18 ml) under nitrogen at -10° C. After stirring at 0° C. for 2 hours, acetic acid (4.95 ml) was added thereto and the mixture was evaporated. The residue was extracted with ethyl acetate and the extract was washed with water and brine successively. The dried organic solvent was evaporated to give (S)-1-t-butoxycarbonyl-3-hydroxypyrrolidine (19.0 g). Run in CO (methanol), CO (methanol). Isolated yield 140.8%. Yields the product C(C)(C)(C)OC(=O)N1C[C@H](CC1)O ((S)-1-t-butoxycarbonyl-3-hydroxypyrrolidine). Reaction SMILES: C([O:9][C@H:10]1[CH2:14][CH2:13][N:12]([C:15]([O:17][C:18]([CH3:21])([CH3:20])[CH3:19])=[O:16])[CH2:11]1)(=O)C1C=CC=CC=1.C[O-].[Na+].C(O)(=O)C>CO>[C:18]([O:17][C:15]([N:12]1[CH2:13][CH2:14][C@H:10]([OH:9])[CH2:11]1)=[O:16])([CH3:21])([CH3:19])[CH3:20] |f:1.2|.